From a dataset of the Open Reaction Database (ORD), a public repository of structured organic reaction records. describe an organic reaction: reactants, conditions, products, and yield Starting materials: C(=O)(OC(C)(C)C)NCCNC1=NN(C(=C1C#N)N(C)C)N=C (3-[2-(Boc-amino)-ethylamino]-4-cyano-5-dimethylamino-methyleneamino-pyrazole), Cl.ClC=1C=C(N)C=CC1 (3-chloro-aniline hydrochloride). Run in CO (methanol). Reaction conditions: time 15 hour. The product is C(C)(C)(C)OC(=O)NCCNC1=NNC2=NC=NC(=C21)NC2=CC(=CC=C2)Cl (3-[2-(tert-butyloxy-carbonyl-amino)-ethylamino]-4-(3-chloro-phenylamino)-1H-pyrazolo[3,4-d]pyrimidine). RXN SMILES: [C:1]([NH:8][CH2:9][CH2:10][NH:11][C:12]1[C:16]([C:17]#[N:18])=[C:15]([N:19]([CH3:21])C)[N:14](N=C)[N:13]=1)([O:3][C:4]([CH3:7])([CH3:6])[CH3:5])=[O:2].Cl.[Cl:25][C:26]1[CH:27]=[C:28]([CH:30]=[CH:31][CH:32]=1)[NH2:29]>CO>[C:4]([O:3][C:1]([NH:8][CH2:9][CH2:10][NH:11][C:12]1[C:16]2[C:15](=[N:19][CH:21]=[N:18][C:17]=2[NH:29][C:28]2[CH:30]=[CH:31][CH:32]=[C:26]([Cl:25])[CH:27]=2)[NH:14][N:13]=1)=[O:2])([CH3:7])([CH3:6])[CH3:5] |f:1.2|. Procedure: A mixture of 35 g (108.9 mmol) of 3-[2-(Boc-amino)-ethylamino]-4-cyano-5-dimethylamino-methyleneamino-pyrazole, 17.9 g (109.1 mmol) of 3-chloro-aniline hydrochloride and 350 ml of methanol is heated under reflux for 30 hours and then stirred at RT for 15 hours. Filtration and washing the filter residue with methanol yield 3-[2-(tert-butyloxy-carbonyl-amino)-ethylamino]-4-(3-chloro-phenylamino)-1H-pyrazolo[3,4-d]pyrimidine having a water content of 2.39%; m.p. 206-208° C.; ESI-MS: (M−H)−=402. Reactants: ClC1=NC(=C2N=CN(C2=N1)C1CCCC1)Cl (2,6-dichloro-9-cyclopentylpurine), FC1=C(CN)C=CC=C1 (2-fluorobenzylamine). Solvent: C(C)N(CC)CC (triethylamine). Yields the product ClC1=NC(=C2N=CN(C2=N1)C1CCCC1)NCC1=C(C=CC=C1)F (2-Chloro-6-[(2-fluorobenzyl)amino]-9-cyclopentylpurine). Reaction SMILES: [Cl:1][C:2]1[N:10]=[C:9]2[C:5]([N:6]=[CH:7][N:8]2[CH:11]2[CH2:15][CH2:14][CH2:13][CH2:12]2)=[C:4](Cl)[N:3]=1.[F:17][C:18]1[CH:25]=[CH:24][CH:23]=[CH:22][C:19]=1[CH2:20][NH2:21]>C(N(CC)CC)C>[Cl:1][C:2]1[N:10]=[C:9]2[C:5]([N:6]=[CH:7][N:8]2[CH:11]2[CH2:15][CH2:14][CH2:13][CH2:12]2)=[C:4]([NH:21][CH2:20][C:19]2[CH:22]=[CH:23][CH:24]=[CH:25][C:18]=2[F:17])[N:3]=1. Procedure: 2-Chloro-6-[(2-fluorobenzyl)amino]-9-cyclopentylpurine is prepared from 2,6-dichloro-9-cyclopentylpurine, 2-fluorobenzylamine, and triethylamine essentially as described above in Example 1, Scheme A, step b. Starting materials: Cc1cnc(N2CCN(C(=O)c3ccc(I)cc3)CC2)c(C)c1, O=C1NCCO1. Product: Cc1cnc(N2CCN(C(=O)c3ccc(N4CCOC4=O)cc3)CC2)c(C)c1. As a reaction SMILES: [CH3:1][c:2]1[c:3]([N:9]2[CH2:10][CH2:11][N:12]([C:15](=[O:16])[c:17]3[cH:18][cH:19][c:20]([I:23])[cH:21][cH:22]3)[CH2:13][CH2:14]2)[n:4][cH:5][c:6]([CH3:8])[cH:7]1.[O:24]1[C:25](=[O:29])[NH:26][CH2:27][CH2:28]1>>[CH3:1][c:2]1[c:3]([N:9]2[CH2:10][CH2:11][N:12]([C:15](=[O:16])[c:17]3[cH:18][cH:19][c:20]([N:26]4[C:25](=[O:29])[O:24][CH2:28][CH2:27]4)[cH:21][cH:22]3)[CH2:13][CH2:14]2)[n:4][cH:5][c:6]([CH3:8])[cH:7]1. Reactants: ClCCl, O=C(O)C(CC1CCCCC1)N1CC2=C(Oc3c(Cl)cccc3C2)C1=O, Nc1nccs1, O, On1nnc2ccccc21. The product is O=C(Nc1nccs1)C(CC1CCCCC1)N1CC2=C(Oc3c(Cl)cccc3C2)C1=O. Reaction SMILES: [CH2:43]([Cl:44])[Cl:45].[Cl:1][c:2]1[cH:3][cH:4][cH:5][c:6]2[c:26]1[O:25][C:9]1=[C:8]([CH2:7]2)[CH2:12][N:11]([CH:13]([C:14](=[O:15])[OH:16])[CH2:17][CH:18]2[CH2:19][CH2:20][CH2:21][CH2:22][CH2:23]2)[C:10]1=[O:24].[NH2:27][c:28]1[s:29][cH:30][cH:31][n:32]1.[OH2:46].[OH:33][n:34]1[c:35]2[cH:36][cH:37][cH:38][cH:39][c:40]2[n:41][n:42]1>>[Cl:1][c:2]1[cH:3][cH:4][cH:5][c:6]2[c:26]1[O:25][C:9]1=[C:8]([CH2:7]2)[CH2:12][N:11]([CH:13]([C:14](=[O:15])[NH:27][c:28]2[s:29][cH:30][cH:31][n:32]2)[CH2:17][CH:18]2[CH2:19][CH2:20][CH2:21][CH2:22][CH2:23]2)[C:10]1=[O:24]. The reactants are [N+](=O)([O-])C1=CC=C(C=C1)[C@H]1[C@@H](C1)NC(OC(C)(C)C)=O (tert-Butyl (±)-[trans-2-(4-nitrophenyl)cyclopropyl]carbamate), C(C)O (ethanol). Reagents/catalysts: [Pt](=O)=O (platinum (IV) oxide). The solvent is C(C)(=O)OCC (ethyl acetate). Product: NC1=CC=C(C=C1)[C@H]1[C@@H](C1)NC(OC(C)(C)C)=O (tert-Butyl (±)-[trans-2-(4-aminophenyl)cyclopropyl]carbamate). Isolated yield 84.6%. RXN SMILES: [N+:1]([C:4]1[CH:9]=[CH:8][C:7]([C@@H:10]2[CH2:12][C@H:11]2[NH:13][C:14](=[O:20])[O:15][C:16]([CH3:19])([CH3:18])[CH3:17])=[CH:6][CH:5]=1)([O-])=O.C(O)C>C(OCC)(=O)C.[Pt](=O)=O>[NH2:1][C:4]1[CH:9]=[CH:8][C:7]([C@@H:10]2[CH2:12][C@H:11]2[NH:13][C:14](=[O:20])[O:15][C:16]([CH3:18])([CH3:17])[CH3:19])=[CH:6][CH:5]=1. Procedure: 1.39 g (5.0 mmol) of the product prepared in step 15.2 are dissolved in 25 mL of hot ethyl acetate. After cooling to room temperature, 25 mL of absolute ethanol and 0.057 g (0.25 mmol) of platinum (IV) oxide are successively added. The reaction mixture is placed under a hydrogen pressure of 2.75 bar for 2 hours, and is filtered through thin glass fibre paper. The filtrate is concentrated under vacuum and purified by chromatography on a column of silica, eluting with a cyclohexane/ethyl acetate g... The reactants are C(C)OC(CN(C1=CC=CC=C1)C1=CC=CC=C1)OCC (N,N-diphenylaminoacetaldehyde diethyl acetal), Cl.OC=1C=C(CCN)C=CC1O (3,4-dihydroxyphenethylamine hydrochloride), C(CCC)O (n-butyl alcohol). The reagents and catalysts are Cl (hydrochloric acid). The solvent is O (water). Product: Cl.C1(=CC=CC=C1)N(C1=CC=CC=C1)CC1NCCC2=CC(=C(C=C12)O)O (1-(N,N-diphenylaminomethyl)6,7-dihydroxy-1,2,3,4-tetrahydroisoquinoline hydrochloride). Isolated yield 35.4%. RXN SMILES: C(O[CH:4](OCC)[CH2:5][N:6]([C:13]1[CH:18]=[CH:17][CH:16]=[CH:15][CH:14]=1)[C:7]1[CH:12]=[CH:11][CH:10]=[CH:9][CH:8]=1)C.[ClH:22].[OH:23][C:24]1[CH:25]=[C:26]([CH:30]=[CH:31][C:32]=1[OH:33])[CH2:27][CH2:28][NH2:29].C(O)CCC>Cl.O>[ClH:22].[C:13]1([N:6]([CH2:5][CH:4]2[C:30]3[C:26](=[CH:25][C:24]([OH:23])=[C:32]([OH:33])[CH:31]=3)[CH2:27][CH2:28][NH:29]2)[C:7]2[CH:8]=[CH:9][CH:10]=[CH:11][CH:12]=2)[CH:14]=[CH:15][CH:16]=[CH:17][CH:18]=1 |f:1.2,6.7|. Reported procedure: N,N-diphenylaminoacetaldehyde diethyl acetal (3.5 g) and 3,4-dihydroxyphenethylamine hydrochloride (2.1 g) were added to a mixture of n-butyl alcohol (35 ml), water (5 ml) and conc. hydrochloric acid (2 drops) and then the mixture was refluxed for 6.5 hours in a stream of nitrogen. The reaction mixture was concentrated to dryness and the residue was washed with acetone and collected by filtration to recover the starting material, 3,4-dihydroxyphenethylamine (1.2 g). The filtrate was concentrated... Yields the product Cn1ccc2ccnc(Oc3ccc(N)cc3F)c21. Starting materials: Cn1ccc2ccnc(Oc3ccc([N+](=O)[O-])cc3F)c21, Nc1ccc(Oc2nccc3cc[nH]c23)c(F)c1. RXN SMILES: [F:1][c:2]1[c:3]([O:4][c:5]2[n:6][cH:7][cH:8][c:9]3[c:10]2[n:11]([CH3:14])[cH:12][cH:13]3)[cH:15][cH:16][c:17]([N+:19]([O-:20])=[O:21])[cH:18]1.[nH:22]1[c:23]2[c:24]([O:25][c:26]3[cH:27][cH:28][c:29]([NH2:30])[cH:31][c:32]3[F:33])[n:34][cH:35][cH:36][c:37]2[cH:38][cH:39]1>>[F:1][c:2]1[c:3]([O:4][c:5]2[n:6][cH:7][cH:8][c:9]3[c:10]2[n:11]([CH3:14])[cH:12][cH:13]3)[cH:15][cH:16][c:17]([NH2:19])[cH:18]1.